Dataset: the Open Reaction Database (ORD), a public repository of structured organic reaction records. Task: describe an organic reaction: reactants, conditions, products, and yield Reactants: CC1(Cn2cc([N+](=O)[O-])nc2Cl)CO1, FC(F)(F)c1ccc(NN2CCNCC2)cc1. Yields the product CC(O)(CN1CCN(Nc2ccc(C(F)(F)F)cc2)CC1)Cn1cc([N+](=O)[O-])nc1Cl. Reaction SMILES: [Cl:1][c:2]1[n:3]([CH2:10][C:11]2([CH3:14])[O:12][CH2:13]2)[cH:4][c:5]([N+:7](=[O:8])[O-:9])[n:6]1.[N:15]1([NH:21][c:22]2[cH:23][cH:24][c:25]([C:28]([F:29])([F:30])[F:31])[cH:26][cH:27]2)[CH2:16][CH2:17][NH:18][CH2:19][CH2:20]1>>[Cl:1][c:2]1[n:3]([CH2:10][C:11]([OH:12])([CH2:13][N:18]2[CH2:17][CH2:16][N:15]([NH:21][c:22]3[cH:23][cH:24][c:25]([C:28]([F:29])([F:30])[F:31])[cH:26][cH:27]3)[CH2:20][CH2:19]2)[CH3:14])[cH:4][c:5]([N+:7](=[O:8])[O-:9])[n:6]1. Reactants: NC1=C(C=C(C(=O)O)C=C1)C(F)(F)F (4-amino-3-trifluoromethylbenzoic acid), FC(C(=O)OC(C(F)(F)F)=O)(F)F (trifluoroacetic anhydride). Conditions: temperature 45 celsius, time 8 hour. Yields the product CNC1=C(C=C(C(=O)O)C=C1)C(F)(F)F (4-Methylamino-3-trifluoromethylbenzoic Acid). RXN SMILES: [NH2:1][C:2]1[CH:10]=[CH:9][C:5]([C:6]([OH:8])=[O:7])=[CH:4][C:3]=1[C:11]([F:14])([F:13])[F:12].F[C:16](F)(F)C(OC(=O)C(F)(F)F)=O>>[CH3:16][NH:1][C:2]1[CH:10]=[CH:9][C:5]([C:6]([OH:8])=[O:7])=[CH:4][C:3]=1[C:11]([F:12])([F:13])[F:14]. Reported procedure: 4-amino-3-trifluoromethylbenzoic acid (3.6 g) was suspended in trifluoroacetic anhydride (90 ml) and the suspension was stirred overnight. The solvent was distilled off under vacuum and the resulting residue was dissolved in acetone (30 ml). Methyl iodide (9.9 g) was added to the solution and the mixture was heated to 45° C.; with vigorous stirring, a potassium hydroxide powder (6.8 g) was added slowly, followed by further stirring for 1 h at 45° C. Then, the solvent was distilled off under vacu... The reactants are NC(=S)C1=CC(=C(OCCCOC=2C=C3CC[C@H](C3=CC2)CC(=O)OCC)C=C1)CCC (ethyl ((1S)-5-{3-[4-(aminocarbonothioyl)-2-propylphenoxy]propoxy}-2,3-dihydro-1H-inden-1-yl)acetate), BrC1C(OCCC1)=O (3-bromotetrahydro-2H-pyran-2-one). The solvent is CCO (EtOH). Yields the product C(C)OC(C[C@@H]1CCC2=CC(=CC=C12)OCCCOC1=C(C=C(C=C1)C=1SC2=C(N1)OCCC2)CCC)=O (ethyl((1S)-5-{3-[4-(6,7-dihydro-5H-pyrano[2,3-d][1,3]thiazol-2-yl)-2-propylphenoxy]propoxy}-2,3-dihydro-1H-inden-1-yl)acetate). Yield: 28.8%. Reaction SMILES: [NH2:1][C:2]([C:4]1[CH:29]=[CH:28][C:7]([O:8][CH2:9][CH2:10][CH2:11][O:12][C:13]2[CH:14]=[C:15]3[C:19](=[CH:20][CH:21]=2)[C@H:18]([CH2:22][C:23]([O:25][CH2:26][CH3:27])=[O:24])[CH2:17][CH2:16]3)=[C:6]([CH2:30][CH2:31][CH3:32])[CH:5]=1)=[S:3].Br[CH:34]1[CH2:39][CH2:38][CH2:37][O:36][C:35]1=O>CCO>[CH2:26]([O:25][C:23](=[O:24])[CH2:22][C@H:18]1[C:19]2[C:15](=[CH:14][C:13]([O:12][CH2:11][CH2:10][CH2:9][O:8][C:7]3[CH:28]=[CH:29][C:4]([C:2]4[S:3][C:34]5[CH2:39][CH2:38][CH2:37][O:36][C:35]=5[N:1]=4)=[CH:5][C:6]=3[CH2:30][CH2:31][CH3:32])=[CH:21][CH:20]=2)[CH2:16][CH2:17]1)[CH3:27]. Procedure: A solution of ethyl ((1S)-5-{3-[4-(aminocarbonothioyl)-2-propylphenoxy]propoxy}-2,3-dihydro-1H-inden-1-yl)acetate (0.5 g, 1.1 mmol) (Example 144) and 3-bromotetrahydro-2H-pyran-2-one (1.2 g, 6.6 mmol) (Example 151) in EtOH (anhydrous, 15 mL) was heated at 70° C. for 18 h. The reaction mixture was cooled to rt, and concentrated under reduced pressure. Purification by silica gel flash chromatography (EtOAc/hexane (v/v)=1:2) gave 0.17 g (29%) of the title compound as a light yellow oil. LC-MS: RT=4... The reactants are COC(=O)C1(CCN(CC1)OC)N(C(CC1=C(C=C(C=C1C)C)C)=O)C (1-methoxy-4-{methyl-[2-(2,4,6-trimethyl-phenyl)-acetyl]-amino}-piperidine-4-carboxylic acid methyl ester), C[O-].[Na+] (sodium methoxide), Cl (HCl), [Cl-].[NH4+] (ammonium chloride). The solvent is CN(C=O)C (dimethylformamide). Reaction conditions: time 30 minute. The product is OC1=C(C(N(C12CCN(CC2)OC)C)=O)C2=C(C=C(C=C2C)C)C (4-hydroxy-8-methoxy-1-methyl-3-(2,4,6-trimethyl-phenyl)-1,8-diaza-spiro[4.5]dec-3-en-2-one). Reaction SMILES: C[O:2][C:3]([C:5]1([N:13]([CH3:26])[C:14](=[O:25])[CH2:15][C:16]2[C:21]([CH3:22])=[CH:20][C:19]([CH3:23])=[CH:18][C:17]=2[CH3:24])[CH2:10][CH2:9][N:8]([O:11][CH3:12])[CH2:7][CH2:6]1)=O.C[O-].[Na+].[Cl-].[NH4+].Cl>CN(C)C=O>[OH:2][C:3]1[C:5]2([CH2:10][CH2:9][N:8]([O:11][CH3:12])[CH2:7][CH2:6]2)[N:13]([CH3:26])[C:14](=[O:25])[C:15]=1[C:16]1[C:21]([CH3:22])=[CH:20][C:19]([CH3:23])=[CH:18][C:17]=1[CH3:24] |f:1.2,3.4|. Reported procedure: To a solution of 1-methoxy-4-{methyl-[2-(2,4,6-trimethyl-phenyl)-acetyl]-amino}-piperidine-4-carboxylic acid methyl ester (85.0 g, 234.5 mmol) in dimethylformamide (800 ml) at 0° C. was added sodium methoxide (38.0 g, 703.5 mmol) in four portions and stirring continued at 0° C. for 30 minutes, then at room temperature for 1 hour. The reaction mixture was poured on ice and saturated aqueous ammonium chloride, acidified to pH 5-6 with concentrated HCl and thoroughly extracted with ethyl acetate. T...